This data is from the Open Reaction Database (ORD), a public repository of structured organic reaction records. The task is: describe an organic reaction: reactants, conditions, products, and yield Procedure details: Treatment of 4-chloro-5-n-propyloxyindole (5.10 g, 24.3 mmol) with bis (dimethylamino)methane (BDAM) (3.34 g, 32.7 mmol) and acetyl chloride (2.57 g, 32.7 mmol) in dichloromethane by the method described in 1 (c) gave 3-dimethylaminomethyl-4-chloro-5-n-propyloxyindole (5.11 g) as a sticky solid. The product is CN(C)CC1=CNC2=CC=C(C(=C12)Cl)OCCC (3-dimethylaminomethyl-4-chloro-5-n-propyloxyindole). Yield: 78.8%. Reactants: ClC1=C2C=CNC2=CC=C1OCCC (4-chloro-5-n-propyloxyindole), ( c ), CN(C)CN(C)C (bis (dimethylamino)methane), C(C)(=O)Cl (acetyl chloride). The solvent is ClCCl (dichloromethane). As a reaction SMILES: [Cl:1][C:2]1[C:10]([O:11][CH2:12][CH2:13][CH3:14])=[CH:9][CH:8]=[C:7]2[C:3]=1[CH:4]=[CH:5][NH:6]2.[CH3:15][N:16]([CH2:18]N(C)C)[CH3:17].C(Cl)(=O)C>ClCCl>[CH3:15][N:16]([CH2:18][C:4]1[C:3]2[C:7](=[CH:8][CH:9]=[C:10]([O:11][CH2:12][CH2:13][CH3:14])[C:2]=2[Cl:1])[NH:6][CH:5]=1)[CH3:17].